From a dataset of the Open Reaction Database (ORD), a public repository of structured organic reaction records. describe an organic reaction: reactants, conditions, products, and yield Starting materials: Brc1cnc2c(c1)CC1(CN3CCC1CC3)O2, CCCC[Sn](CCCC)(CCCC)c1nccs1. Product: c1csc(-c2cnc3c(c2)CC2(CN4CCC2CC4)O3)n1. RXN SMILES: [Br:1][c:2]1[cH:3][c:4]2[c:5]([n:6][cH:7]1)[O:8][C:9]1([CH2:10][N:11]3[CH2:12][CH2:13][CH:14]1[CH2:15][CH2:16]3)[CH2:17]2.[CH2:18]([Sn:19]([CH2:20][CH2:21][CH2:22][CH3:28])([c:23]1[s:24][cH:25][cH:26][n:27]1)[CH2:29][CH2:30][CH2:31][CH3:32])[CH2:33][CH2:34][CH3:35]>>[c:2]1(-[c:23]2[s:24][cH:25][cH:26][n:27]2)[cH:3][c:4]2[c:5]([n:6][cH:7]1)[O:8][C:9]1([CH2:10][N:11]3[CH2:12][CH2:13][CH:14]1[CH2:15][CH2:16]3)[CH2:17]2. Yields the product ClC1=CC=C(C(=N1)C(=O)OC)C (methyl 6-chloro-3-methylpicolinate). The reactants are COC(=O)C1=[N+](C=CC=C1C)[O-] (2-(methoxycarbonyl)-3-methylpyridine 1-oxide), O=P(Cl)(Cl)Cl (POCl3). Isolated yield 37.0%. Reported procedure: A solution of 2-(methoxycarbonyl)-3-methylpyridine 1-oxide (2 g, 6.0 mmol) in POCl3(5 mL) was stirred at 100° C. for 3 hours. After being concentrated, the residue was purified by column chromatography (PE:EtOAc=1:1) to give the product of methyl 6-chloro-3-methylpicolinate (380 mg, yield: 37%). 1H-NMR (CDCl3, 400 MHz) δ 7.59 (d, J=8.0 Hz, 1H), 7.38 (d, J=8.0 Hz, 1H), 3.96 (s, 3H), 2.56 (s, 3H). MS (M+H)+: 186/188. RXN SMILES: [CH3:1][O:2][C:3]([C:5]1[C:10]([CH3:11])=[CH:9][CH:8]=[CH:7][N+:6]=1[O-])=[O:4].O=P(Cl)(Cl)[Cl:15]>>[Cl:15][C:7]1[N:6]=[C:5]([C:3]([O:2][CH3:1])=[O:4])[C:10]([CH3:11])=[CH:9][CH:8]=1. The reactants are CN(C)C=O, CCN(C(C)C)C(C)C, COc1cc(C2(NC(=O)C(F)(F)F)CCC2)ccc1N, CN(c1ccccc1-c1ccc2cnc(O)nn12)S(C)(=O)=O. Product: COc1cc(C2(NC(=O)C(F)(F)F)CCC2)ccc1Nc1ncc2ccc(-c3ccccc3N(C)S(C)(=O)=O)n2n1. RXN SMILES: [CH3:23][N:24]([CH3:25])[CH:26]=[O:27].[CH:28]([N:29]([CH2:30][CH3:31])[CH:32]([CH3:33])[CH3:34])([CH3:35])[CH3:36].[NH2:37][c:38]1[c:39]([O:55][CH3:56])[cH:40][c:41]([C:44]2([NH:48][C:49]([C:50]([F:51])([F:52])[F:53])=[O:54])[CH2:45][CH2:46][CH2:47]2)[cH:42][cH:43]1.[OH:1][c:2]1[n:3][n:4]2[c:5]([cH:6][n:7]1)[cH:8][cH:9][c:10]2-[c:11]1[c:12]([N:17]([S:18](=[O:19])(=[O:20])[CH3:21])[CH3:22])[cH:13][cH:14][cH:15][cH:16]1>>[c:2]1([NH:37][c:38]2[c:39]([O:55][CH3:56])[cH:40][c:41]([C:44]3([NH:48][C:49]([C:50]([F:51])([F:52])[F:53])=[O:54])[CH2:45][CH2:46][CH2:47]3)[cH:42][cH:43]2)[n:3][n:4]2[c:5]([cH:6][n:7]1)[cH:8][cH:9][c:10]2-[c:11]1[c:12]([N:17]([S:18](=[O:19])(=[O:20])[CH3:21])[CH3:22])[cH:13][cH:14][cH:15][cH:16]1. Starting materials: BrC1=CC(=NC2=CC=C(C=C12)O)C1=CC(=C(C=C1)O)F (4-Bromo-2-(3-fluoro-4-hydroxyphenyl)quinolin-6-ol), FC1=CC=C(C=C1)B(O)O (4-fluorophenylboronic acid). Product: FC=1C=C(C=CC1O)C1=NC2=CC=C(C=C2C(=C1)C1=CC=C(C=C1)F)O (2-(3-Fluoro-4-hydroxyphenyl)-4-(4-fluorophenyl)quinolin-6-ol). Isolated yield 90.0%. As a reaction SMILES: Br[C:2]1[C:11]2[C:6](=[CH:7][CH:8]=[C:9]([OH:12])[CH:10]=2)[N:5]=[C:4]([C:13]2[CH:18]=[CH:17][C:16]([OH:19])=[C:15]([F:20])[CH:14]=2)[CH:3]=1.[F:21][C:22]1[CH:27]=[CH:26][C:25](B(O)O)=[CH:24][CH:23]=1>>[F:20][C:15]1[CH:14]=[C:13]([C:4]2[CH:3]=[C:2]([C:25]3[CH:26]=[CH:27][C:22]([F:21])=[CH:23][CH:24]=3)[C:11]3[C:6](=[CH:7][CH:8]=[C:9]([OH:12])[CH:10]=3)[N:5]=2)[CH:18]=[CH:17][C:16]=1[OH:19]. Procedure: This compound was prepared from 6b using 4-fluorophenylboronic acid according to method P. Orange powder; Yield: 90%; mp 240–243° C.; 1H-NMR (300 MHz, DMSO-d6) δ 7.05 (d, J=2.6 Hz, 1H), 7.07 (dd, J=8.9, 8.7 Hz, 1H), 7.32 (dd, J=9.0, 2.6 Hz, 1H), 7.44 (dd, J=8.9, 8.9 Hz, 2H), 7.63 (m, 2H), 7.86 (s, 1H), 7.95 (dd, J=8.4, 1.9 Hz, 1H), 7.97 (d, J=9.1 Hz, 1H), 8.08 (dd, J=13.0, 2.0 Hz, 1H), 9.96 (s, 1H), 10.21 (s, 1H); MS (ESI) m/z 348 ([M−H]−), 350 ([M+H]+); Anal. Calcd for C21H13F2NO2: C: 72.20, H:... Starting materials: CC=1C=C(C=C(C1)C)Br (3,5-Dimethylbromobenzene), [Mg] (magnesium), CC=1C=C(C=C(C1)C)[Mg]Br (3,5-dimethylphenylmagnesium bromide), ClP(C1=C(C=CC=C1)P(Cl)Cl)Cl (1,2-bis(dichlorophosphino)benzene). Solvent: C1CCOC1 (THF), C1CCOC1 (THF). Conditions: time 8 hour. The product is CC=1C=C(C=C(C1)C)P(C1=C(C=CC=C1)P(C1=CC(=CC(=C1)C)C)C1=CC(=CC(=C1)C)C)C1=CC(=CC(=C1)C)C (1,2-Bis(bis(3,5-dimethylphenyl)phosphino)benzene), powder. The yield is 76.0%. RXN SMILES: [CH3:1][C:2]1[CH:3]=[C:4](Br)[CH:5]=[C:6]([CH3:8])[CH:7]=1.[Mg].[CH3:11][C:12]1[CH:13]=[C:14]([Mg]Br)[CH:15]=[C:16]([CH3:18])[CH:17]=1.Cl[P:22](Cl)[C:23]1[CH:28]=[CH:27][CH:26]=[CH:25][C:24]=1[P:29](Cl)Cl>C1COCC1>[CH3:1][C:2]1[CH:3]=[C:4]([P:22]([C:4]2[CH:5]=[C:6]([CH3:8])[CH:7]=[C:2]([CH3:1])[CH:3]=2)[C:23]2[CH:28]=[CH:27][CH:26]=[CH:25][C:24]=2[P:29]([C:4]2[CH:5]=[C:6]([CH3:8])[CH:7]=[C:2]([CH3:1])[CH:3]=2)[C:14]2[CH:13]=[C:12]([CH3:11])[CH:17]=[C:16]([CH3:18])[CH:15]=2)[CH:5]=[C:6]([CH3:8])[CH:7]=1. Reported procedure: 3,5-Dimethylbromobenzene (5.54 g, 29.93 mmol) was added dropwise to magnesium (1.07 g, 44.03 mmol) and THF (30 mL) in an argon atmosphere. The reaction mixture was cooled to ambient temperature and filtered, and the thus-obtained THF solution of 3,5-dimethylphenylmagnesium bromide, and 1,2-bis(dichlorophosphino)benzene (0.95 g, 3.39 mmol) were reacted as in Production Example 1. The reaction was allowed to proceed overnight at 60° C. After purification, the title compound was obtained as a white... Reaction SMILES: S([O-])([O-])(=O)=O.[Na+].[Na+].[NH2:8][C:9]1[CH:22]=[CH:21][C:20]([Cl:23])=[CH:19][C:10]=1[C:11]([NH:13][CH:14]([CH:16]1[CH2:18][CH2:17]1)[CH3:15])=[O:12].[Br:24][C:25]1[CH:29]=[C:28]([C:30](=[O:39])SCC2C=CC=CC=2)[N:27]([C:40]2[C:45]([Cl:46])=[CH:44][CH:43]=[CH:42][N:41]=2)[N:26]=1.CC(C)([O-])C.[K+]>O.CS(C)=O>[Br:24][C:25]1[CH:29]=[C:28]([C:30]([NH:8][C:9]2[CH:22]=[CH:21][C:20]([Cl:23])=[CH:19][C:10]=2[C:11](=[O:12])[NH:13][CH:14]([CH:16]2[CH2:18][CH2:17]2)[CH3:15])=[O:39])[N:27]([C:40]2[C:45]([Cl:46])=[CH:44][CH:43]=[CH:42][N:41]=2)[N:26]=1 |f:0.1.2,5.6|. Reactants: S(=O)(=O)([O-])[O-].[Na+].[Na+] (sodium sulfate), CC(C)([O-])C.[K+] (potassium tert-butoxide), NC1=C(C(=O)NC(C)C2CC2)C=C(C=C1)Cl (2-amino-5-chloro-N-(1-cyclopropylethyl)benzamide), BrC1=NN(C(=C1)C(SCC1=CC=CC=C1)=O)C1=NC=CC=C1Cl (S-benzyl 3-bromo-1-(3-chloropyridin-2-yl)-1H-pyrazole-5-carbothioate). Procedure: 0.85 g of anhydrous sodium sulfate was added to a mixed solution comprising 0.24 g of 2-amino-5-chloro-N-(1-cyclopropylethyl)benzamide, 0.41 g of S-benzyl 3-bromo-1-(3-chloropyridin-2-yl)-1H-pyrazole-5-carbothioate and 5 ml of dimethyl sulfoxide at room temperature, followed by stirring for 5 minutes, and 0.14 g of potassium tert-butoxide was added, followed by reaction at room temperature for 1 hour. The reaction liquid was slowly added to water, the mixed liquid was subjected to extraction wit... Solvent: O (water), CS(=O)C (dimethyl sulfoxide). The product is BrC1=NN(C(=C1)C(=O)NC1=C(C=C(C=C1)Cl)C(NC(C)C1CC1)=O)C1=NC=CC=C1Cl (3-bromo-N-(4-chloro-2-(1-cyclopropylethylcarbamoyl)phenyl)-1-(3-chloropyridin-2-yl)-1H-pyrazole-5-carboxamide). Conditions: time 5 minute. Yield: 41.9%. Reactants: CN1CCCC1=O, O=C(O)c1cc(Cl)c(F)cc1F, [Na+], [OH-], O. Product: O=C(O)c1cc(Cl)c(F)cc1O. Reaction SMILES: [CH3:15][N:16]1[CH2:17][CH2:18][CH2:19][C:20]1=[O:21].[Cl:1][c:2]1[c:3]([F:12])[cH:4][c:5]([F:11])[c:6]([C:7](=[O:8])[OH:9])[cH:10]1.[Na+:14].[OH-:13].[OH2:22]>>[Cl:1][c:2]1[c:3]([F:12])[cH:4][c:5]([OH:21])[c:6]([C:7](=[O:8])[OH:9])[cH:10]1. Reactants: ClC=1C=C(C=CC1)C1=CC(=NC2=CC=C(C=C12)C(C1=CN=CN1C)(O)C1=CC=C(C=C1)Cl)NC(=O)C=1OC=CC1 ((±)-N-[4-(3-chlorophenyl)-6-[(4-chlorophenyl)hydroxy(1-methyl-1H-imidazol-5-yl)methyl]-2-quinolinyl]-2-furancarboxamide), N(=C=O)C1=CC=CC=C1 (isocyanato-benzene). The reagents and catalysts are O (Water). Run in C1CCOC1 (THF). Conditions: temperature 60 celsius, time 5 hour. The product is ClC=1C=C(C=CC1)C1=CC(=NC2=CC=C(C=C12)C(C1=CN=CN1C)(O)C1=CC=C(C=C1)Cl)NC(=O)NC1=CC=CC=C1 ((±)-N-[4-(3-chlorophenyl)-6-[(4-chlorophenyl)hydroxy(1-methyl-1H-imidazol-5-yl)methyl]-2-quinolinyl]-N′-phenylurea). Yield: 56.9%. Reaction SMILES: [Cl:1][C:2]1[CH:3]=[C:4]([C:8]2[C:17]3[C:12](=[CH:13][CH:14]=[C:15]([C:18]([C:26]4[CH:31]=[CH:30][C:29]([Cl:32])=[CH:28][CH:27]=4)([OH:25])[C:19]4[N:23]([CH3:24])[CH:22]=[N:21][CH:20]=4)[CH:16]=3)[N:11]=[C:10]([NH:33][C:34](C3OC=CC=3)=[O:35])[CH:9]=2)[CH:5]=[CH:6][CH:7]=1.[N:41]([C:44]1[CH:49]=[CH:48][CH:47]=[CH:46][CH:45]=1)=C=O>C1COCC1.O>[Cl:1][C:2]1[CH:3]=[C:4]([C:8]2[C:17]3[C:12](=[CH:13][CH:14]=[C:15]([C:18]([C:26]4[CH:27]=[CH:28][C:29]([Cl:32])=[CH:30][CH:31]=4)([OH:25])[C:19]4[N:23]([CH3:24])[CH:22]=[N:21][CH:20]=4)[CH:16]=3)[N:11]=[C:10]([NH:33][C:34]([NH:41][C:44]3[CH:49]=[CH:48][CH:47]=[CH:46][CH:45]=3)=[O:35])[CH:9]=2)[CH:5]=[CH:6][CH:7]=1. Procedure: A mixture of (±)-2-amino-4-(3-chlorophenyl)-α-(4-chlorophenyl)-α-(1-methyl-1H-imidazol-5-yl)-6-quinolinemethanol (0.000210 mol) (see Example B8) and isocyanato-benzene (0.000630 mol; 3 equiv) in THF (1 ml) was stirred for 5 hours at 60° C. Water (a few drops) was added. The solvent was evaporated. The residue was HPLC purified. The product fractions were collected and the solvent was evaporated, yielding 0.071 g (56.77%) of (±)-N-[4-(3-chlorophenyl)-6-[(4-chlorophenyl)hydroxy(1-methyl-1H-imidazo... Reactants: C(C)(C)(C)OC(=O)N(CCOC1=CC=C2C(=NN(C2=C1)C(=O)OC(C)(C)C)CC)C[C@H](O[Si](CC)(CC)CC)C1=CC(=CC=C1)N(S(=O)(=O)C)C(=O)OC(C)(C)C ((R)-tert-butyl 6-(2-(tert-butoxycarbonyl-(2-(3-(N-(tert-butoxycarbonyl)methylsulfonamido)phenyl)-2-(triethylsilyloxy)ethyl)amino)ethoxy)-3-ethylindazole-1-carboxylate), C(C)(=O)OCC.Cl (hydrogen chloride-ethyl acetate). Conditions: time 8 hour. The product is O[C@@H](CNCCOC1=CC=C2C(=NNC2=C1)CC)C=1C=C(C=CC1)NS(=O)(=O)C ((R)-N-(3-(1-hydroxy-2-(2-(3-ethylindazol-6-yloxy)ethylamino)ethyl)phenyl)methanesulfonamide), Cl (hydrochloride). Reaction SMILES: C(OC([N:8]([CH2:30][C@@H:31]([C:40]1[CH:45]=[CH:44][CH:43]=[C:42]([N:46](C(OC(C)(C)C)=O)[S:47]([CH3:50])(=[O:49])=[O:48])[CH:41]=1)[O:32][Si](CC)(CC)CC)[CH2:9][CH2:10][O:11][C:12]1[CH:20]=[C:19]2[C:15]([C:16]([CH2:28][CH3:29])=[N:17][N:18]2C(OC(C)(C)C)=O)=[CH:14][CH:13]=1)=O)(C)(C)C.C(OCC)(=O)C.[ClH:64]>>[OH:32][C@H:31]([C:40]1[CH:41]=[C:42]([NH:46][S:47]([CH3:50])(=[O:48])=[O:49])[CH:43]=[CH:44][CH:45]=1)[CH2:30][NH:8][CH2:9][CH2:10][O:11][C:12]1[CH:20]=[C:19]2[C:15]([C:16]([CH2:28][CH3:29])=[N:17][NH:18]2)=[CH:14][CH:13]=1.[ClH:64] |f:1.2|. Procedure: A 4 mol/L hydrogen chloride-ethyl acetate solution (70 mL; manufactured by Kokusan Chemical Co., Ltd.) was added to (R)-tert-butyl 6-(2-(tert-butoxycarbonyl-(2-(3-(N-(tert-butoxycarbonyl)methylsulfonamido)phenyl)-2-(triethylsilyloxy)ethyl)amino)ethoxy)-3-ethylindazole-1-carboxylate (3.56 g) that can be produced by the method described in Reference Example 15 or the like, and the mixture was stirred overnight at room temperature. Precipitates were filtered, and the Solids were washed five times w... The reactants are N([C@@H](CC(C)C)C(=O)N[C@@H](C)C(=O)N[C@@H](CCC(N)=O)C(=O)O)C(=O)OCC1=CC=CC=C1 (Z-Leu-Ala-Gln-OH), C(C)(=O)O (acetic acid), Br (hydrogen bromide). Run in CCOCC (ether). Run at time 1 hour. The product is N[C@@H](CC(C)C)C(=O)N[C@@H](C)C(=O)N[C@@H](CCC(N)=O)C(=O)O (H-Leu-Ala-Gln-OH). RXN SMILES: [NH:1](C(OCC1C=CC=CC=1)=O)[C@H:2]([C:7]([NH:9][C@H:10]([C:12]([NH:14][C@H:15]([C:21]([OH:23])=[O:22])[CH2:16][CH2:17][C:18](=[O:20])[NH2:19])=[O:13])[CH3:11])=[O:8])[CH2:3][CH:4]([CH3:6])[CH3:5].C(O)(=O)C.Br>CCOCC>[NH2:1][C@H:2]([C:7]([NH:9][C@H:10]([C:12]([NH:14][C@H:15]([C:21]([OH:23])=[O:22])[CH2:16][CH2:17][C:18](=[O:20])[NH2:19])=[O:13])[CH3:11])=[O:8])[CH2:3][CH:4]([CH3:5])[CH3:6]. Procedure details: To 2.10 g of Z-Leu-Ala-Gln-OH was added 20 ml of acetic acid solution containing 25% of hydrogen bromide, then the mixture was allowed to stand at a room temperature for 1 hour. After the completion of the reaction, dried ether was added to the reaction mixture to obtain H-Leu-Ala-Gln-OH.